describe an organic reaction: reactants, conditions, products, and yield From a dataset of the Open Reaction Database (ORD), a public repository of structured organic reaction records. Starting materials: C1CCNCC1, CO, O=C1Cc2cc(F)ccc2N1, C[Si](C)(C)CCOCn1nc(I)c2ccc(C=O)cc21. Product: C[Si](C)(C)CCOCn1nc(I)c2ccc(C=C3C(=O)Nc4ccc(F)cc43)cc21. As a reaction SMILES: [CH2:32]1[CH2:33][CH2:34][NH:35][CH2:36][CH2:37]1.[CH3:38][OH:39].[F:1][c:2]1[cH:3][c:4]2[c:8]([cH:9][cH:10]1)[NH:7][C:6](=[O:11])[CH2:5]2.[I:12][c:13]1[n:14][n:15]([CH2:24][O:25][CH2:26][CH2:27][Si:28]([CH3:29])([CH3:30])[CH3:31])[c:16]2[cH:17][c:18]([CH:22]=[O:23])[cH:19][cH:20][c:21]12>>[F:1][c:2]1[cH:3][c:4]2[c:8]([cH:9][cH:10]1)[NH:7][C:6](=[O:11])[C:5]2=[CH:22][c:18]1[cH:17][c:16]2[n:15]([CH2:24][O:25][CH2:26][CH2:27][Si:28]([CH3:29])([CH3:30])[CH3:31])[n:14][c:13]([I:12])[c:21]2[cH:20][cH:19]1. Reported procedure: To a solution of 3-{4-[2-(tert-butoxycarbonyl-heptyl-amino)-ethyl]-phenyl}-2-hydroxy-propionic acid ethyl ester (0.59 mmol, 250 mg) was added anhydrous CsOH (0.885 mmol, 148.6 mg) and freshly dried powdered 4 Angstrom molecular sieves (300 mg) followed by benzyl bromide (4.72 mmol, 0.56 mL). The mixture was allowed to stir for 16 hours. The mixture was poured into water and extracted with diethyl ether (3×). The organic layers were combined, washed with water (2×), brine (2×), dried over Na2SO4,... As a reaction SMILES: [CH2:1]([O:3][C:4](=[O:31])[CH:5]([OH:30])[CH2:6][C:7]1[CH:12]=[CH:11][C:10]([CH2:13][CH2:14][N:15]([C:23]([O:25][C:26]([CH3:29])([CH3:28])[CH3:27])=[O:24])[CH2:16][CH2:17][CH2:18][CH2:19][CH2:20][CH2:21][CH3:22])=[CH:9][CH:8]=1)[CH3:2].[CH2:32](Br)[C:33]1[CH:38]=[CH:37][CH:36]=[CH:35][CH:34]=1>O>[CH2:1]([O:3][C:4](=[O:31])[CH:5]([O:30][CH2:32][C:33]1[CH:38]=[CH:37][CH:36]=[CH:35][CH:34]=1)[CH2:6][C:7]1[CH:12]=[CH:11][C:10]([CH2:13][CH2:14][N:15]([C:23]([O:25][C:26]([CH3:29])([CH3:28])[CH3:27])=[O:24])[CH2:16][CH2:17][CH2:18][CH2:19][CH2:20][CH2:21][CH3:22])=[CH:9][CH:8]=1)[CH3:2]. Product: C(C)OC(C(CC1=CC=C(C=C1)CCN(CCCCCCC)C(=O)OC(C)(C)C)OCC1=CC=CC=C1)=O (2-benzyloxy-3-{4-[2-(tert-butoxycarbonyl-heptyl-amino)-ethyl]-phenyl}-propionic acid ethyl ester). The yield is 58.0%. Reaction conditions: time 16 hour. Reactants: C(C)OC(C(CC1=CC=C(C=C1)CCN(CCCCCCC)C(=O)OC(C)(C)C)O)=O (3-{4-[2-(tert-butoxycarbonyl-heptyl-amino)-ethyl]-phenyl}-2-hydroxy-propionic acid ethyl ester), CsOH, C(C1=CC=CC=C1)Br (benzyl bromide). The solvent is O (water).